This data is from the Open Reaction Database (ORD), a public repository of structured organic reaction records. The task is: describe an organic reaction: reactants, conditions, products, and yield The reactants are O=C([O-])O, CCOC(C)=O, ClCCl, O=C(O)C(F)(F)F, Cc1nc(C(=O)N2CCOC3(CCN(Cc4cc(F)cc(CCO)c4)CC3)C2)cs1, [Na+], [Na+], [Na+], O=S([O-])([O-])=S. The product is Cc1nc(C(=O)N2CCOC3(CCN(Cc4cc(F)cc(CC=O)c4)CC3)C2)cs1. As a reaction SMILES: [C:45](=[O:46])([OH:47])[O-:48].[CH3:53][CH2:54][O:55][C:56](=[O:57])[CH3:58].[Cl:50][CH2:51][Cl:52].[F:1][C:2]([F:3])([F:4])[C:5]([OH:6])=[O:7].[F:8][c:9]1[cH:10][c:11]([CH2:12][N:13]2[CH2:14][CH2:15][C:16]3([CH2:17][N:18]([C:22](=[O:23])[c:24]4[n:25][c:26]([CH3:29])[s:27][cH:28]4)[CH2:19][CH2:20][O:21]3)[CH2:30][CH2:31]2)[cH:32][c:33]([CH2:35][CH2:36][OH:37])[cH:34]1.[Na+:43].[Na+:44].[Na+:49].[S:38]([O-:39])([O-:40])(=[O:41])=[S:42]>>[F:8][c:9]1[cH:10][c:11]([CH2:12][N:13]2[CH2:14][CH2:15][C:16]3([CH2:17][N:18]([C:22](=[O:23])[c:24]4[n:25][c:26]([CH3:29])[s:27][cH:28]4)[CH2:19][CH2:20][O:21]3)[CH2:30][CH2:31]2)[cH:32][c:33]([CH2:35][CH:36]=[O:37])[cH:34]1.